This data is from the Open Reaction Database (ORD), a public repository of structured organic reaction records. The task is: describe an organic reaction: reactants, conditions, products, and yield The reactants are COC1=C(C2=CC=CC=C2C(=C1OC)O)O (2,3-dimethoxy-1,4-dihydroxynaphthalene), CN=C=O (methyl isocyanate). Reagents/catalysts: CN(C1=CC=NC=C1)C (4-dimethylaminopyridine). Solvent: O1CCCC1 (tetrahydrofuran). Conditions: time 8 hour. Product: COC1=C(C2=CC=CC=C2C(=C1OC)OC(NC)=O)OC(NC)=O (2,3-dimethoxy-1,4-di(methylcarbamoyloxy)naphthalene). Reaction SMILES: [CH3:1][O:2][C:3]1[C:12]([O:13][CH3:14])=[C:11]([OH:15])[C:10]2[C:5](=[CH:6][CH:7]=[CH:8][CH:9]=2)[C:4]=1[OH:16].[CH3:17][N:18]=[C:19]=[O:20]>O1CCCC1.CN(C)C1C=CN=CC=1>[CH3:14][O:13][C:12]1[C:3]([O:2][CH3:1])=[C:4]([O:16][C:19](=[O:20])[NH:18][CH3:17])[C:5]2[C:10](=[CH:9][CH:8]=[CH:7][CH:6]=2)[C:11]=1[O:15][C:19](=[O:20])[NH:18][CH3:17]. Reported procedure: To a solution of 1.00 g of 2,3-dimethoxy-1,4-dihydroxynaphthalene, prepared as shown in Preparation 5, in 50 ml of tetrahydrofuran was added 0.670 g of methyl isocyanate followed by 0.12 g of 4-dimethylaminopyridine. The solution was stirred at room temperature overnight. The solvent was removed under reduced pressure and the residue dissolved in ethyl acetate, washed with dilute hydrochloric acid and dried over anhydrous sodium sulfate. The solvent was removed under reduced pressure and the res... The reactants are BrC=1C=CC(=C(CN(CC)C2=NC=C(C=C2)C(=O)OC)C1)OCCC (Methyl 2-[N-(5-bromo-2-propoxybenzyl)-N-ethylamino]pyridine-5-carboxylate), C1(=CC=CC=C1)P(C1=CC=CC=C1)C1=CC=CC=C1 (triphenylphosphine), diazoethyldicarboxylate, C(C(C)C)O (isobutyl alcohol). Run in C1CCOC1 (THF). Conditions: time 5 minute. Product: BrC=1C=CC(=C(CN(CC)C2=NC=C(C=C2)C(=O)OC)C1)OCC(C)C (Methyl 2-[N-(5-bromo-2-(2-methylpropoxy)benzyl)-N-ethylamino]-pyridine-5-carboxylate). Isolated yield 60.6%. RXN SMILES: [Br:1][C:2]1[CH:3]=[CH:4][C:5]([O:22][CH2:23][CH2:24][CH3:25])=[C:6]([CH:21]=1)[CH2:7][N:8]([C:11]1[CH:16]=[CH:15][C:14]([C:17]([O:19][CH3:20])=[O:18])=[CH:13][N:12]=1)[CH2:9][CH3:10].[C:26]1(P(C2C=CC=CC=2)C2C=CC=CC=2)C=CC=CC=1.C(O)C(C)C>C1COCC1>[Br:1][C:2]1[CH:3]=[CH:4][C:5]([O:22][CH2:23][CH:24]([CH3:26])[CH3:25])=[C:6]([CH:21]=1)[CH2:7][N:8]([C:11]1[CH:16]=[CH:15][C:14]([C:17]([O:19][CH3:20])=[O:18])=[CH:13][N:12]=1)[CH2:9][CH3:10]. Procedure details: A solution of the methyl-2-[N-(5-bromo-2-(hydroxy-benzyl)-N-ethylamino]pyridine-5-carboxylate (reference example 1, paragraph 7) (0.5 g, 1.37 mmol) in THF (15 ml) was treated with triphenylphosphine (0.39 g, 1.49 mmol) and diazoethyldicarboxylate. The reaction was stirred at ambient temperature for five minutes and then isobutyl alcohol (0.152, 2.06 mmol,) added. The reaction was then stirred at ambient temperature for 18 hours. partitioned between ethyl acetate and water and the aqueous layer w... Reactants: ice, BrC=1C=CC=2C3=C(C=NC2C1)N=C(N3C(CCO)C)CO (3-[7-bromo-2-(hydroxymethyl)-1H-imidazo[4,5-c]quinolin-1-yl]butan-1-ol), [OH-].[Na+] (sodium hydroxide). Solvent: Cl (hydrochloric acid). Conditions: temperature 120 celsius. The product is BrC1=CC=C2C3=C(C=NC2=C1)N=C1N3C(CCOC1)C (3-bromo-12-methyl-11,12-dihydro-8H,10H-[1,4]oxazepino[4′,3′:1,2]imidazo[4,5-c]quinoline). Yield: 84.4%. As a reaction SMILES: [Br:1][C:2]1[CH:3]=[CH:4][C:5]2[C:6]3[N:14]([CH:15]([CH3:19])[CH2:16][CH2:17][OH:18])[C:13]([CH2:20]O)=[N:12][C:7]=3[CH:8]=[N:9][C:10]=2[CH:11]=1.[OH-].[Na+]>Cl>[Br:1][C:2]1[CH:11]=[C:10]2[C:5]([C:6]3[N:14]4[CH:15]([CH3:19])[CH2:16][CH2:17][O:18][CH2:20][C:13]4=[N:12][C:7]=3[CH:8]=[N:9]2)=[CH:4][CH:3]=1 |f:1.2|. Procedure details: A solution of 3-[7-bromo-2-(hydroxymethyl)-1H-imidazo[4,5-c]quinolin-1-yl]butan-1-ol (3.27 g, 9.34 mmol) in concentrated hydrochloric acid (35 mL) was stirred and heated at 120° C. for three hours and then poured into ice-cold deionized water (80 mL). Aqueous sodium hydroxide (50% w/w) was added to adjust the solution to pH 7, and a precipitate formed. The mixture was extracted with dichloromethane, and the dichloromethane was removed under reduced pressure. The solid residue was triturated with... The reactants are C([O-])(O)=O.[Na+] (sodium bicarbonate), ClC1=C(C=NC=2CC=3C(=CC12)N=CN3)C#N (8-chloroimidazo[4,5-g]quinoline-7-carbonitrile), BrC=1C=C(N)C=CC1 (3-bromoaniline), Cl.N1=CC=CC=C1 (pyridine hydrochloride). Solvent: C(C)OCCO (2-ethoxyethanol). Reaction conditions: time 0.5 hour. Yields the product BrC=1C=C(C=CC1)NC1=C(C=NC=2CC=3C(=CC12)N=CN3)C#N (8-(3-bromo-phenylamino)imidazo[4,5-g]quinoline-7-carbonitrile). The yield is 63.1%. Reaction SMILES: Cl[C:2]1[C:11]2[CH:10]=[C:9]3[N:12]=[CH:13][N:14]=[C:8]3[CH2:7][C:6]=2[N:5]=[CH:4][C:3]=1[C:15]#[N:16].[Br:17][C:18]1[CH:19]=[C:20]([CH:22]=[CH:23][CH:24]=1)[NH2:21].Cl.N1C=CC=CC=1.C(=O)(O)[O-].[Na+]>C(OCCO)C>[Br:17][C:18]1[CH:19]=[C:20]([NH:21][C:2]2[C:11]3[CH:10]=[C:9]4[N:12]=[CH:13][N:14]=[C:8]4[CH2:7][C:6]=3[N:5]=[CH:4][C:3]=2[C:15]#[N:16])[CH:22]=[CH:23][CH:24]=1 |f:2.3,4.5|. Reported procedure: A mixture of 0.2 g (0.87 mmol) of 8-chloroimidazo[4,5-g]quinoline-7-carbonitrile, 0.12 mL (1.1 mmol) of 3-bromoaniline, and 0.1 g (0.87 mmol) of pyridine hydrochloride in 5.0 mL of 2-ethoxyethanol is heated at reflux temperature for 45 minutes, then cooled to room temperature. The product mixture is poured into a saturated solution of sodium bicarbonate and stirred for 0.5 hour. The solid is collected by filtration, washed with water and dried. The solid is purified by silica gel chromatography,...